The task is: describe an organic reaction: reactants, conditions, products, and yield. This data is from the Open Reaction Database (ORD), a public repository of structured organic reaction records. The reactants are CCOCC (Et2O), C(C)N(CCCOC1=CC=C(C=C1)[N+](=O)[O-])CC (N,N-diethyl-N-[3-(4-nitrophenoxy)propyl]amine), CN(C)C=O (DMF), C(C1=CC=CC=C1)OC1=CC=C(C=C1)C(CBr)=O (1-[4-(benzyloxy)phenyl]-2-bromoethanone). Run in O (H2O). The product is C(C)N(CCCOC1=CC=C(C=C1)N1C(=NC(=C1)C1=CC=C(C=C1)OCC1=CC=C(C=C1)OC1=CC=CC=C1)CC(C)C)CC (diethyl-[3-(4-{2-isobutyl-4-[4-(4-phenoxy-benzyloxy)-phenyl]-imidazol-1-yl}-phenoxy)-propyl]-amine). As a reaction SMILES: [CH2:1]([N:3]([CH2:17][CH3:18])[CH2:4][CH2:5][CH2:6][O:7][C:8]1[CH:13]=[CH:12][C:11]([N+:14]([O-])=O)=[CH:10][CH:9]=1)[CH3:2].C[N:20]([CH:22]=O)C.[CH2:24]([O:31][C:32]1[CH:37]=[CH:36][C:35]([C:38](=O)[CH2:39]Br)=[CH:34][CH:33]=1)[C:25]1[CH:30]=[CH:29][CH:28]=[CH:27][CH:26]=1.CC[O:44][CH2:45][CH3:46]>O>[CH2:1]([N:3]([CH2:17][CH3:18])[CH2:4][CH2:5][CH2:6][O:7][C:8]1[CH:13]=[CH:12][C:11]([N:14]2[CH:39]=[C:38]([C:35]3[CH:36]=[CH:37][C:32]([O:31][CH2:24][C:25]4[CH:30]=[CH:29][C:28]([O:44][C:45]5[CH:46]=[CH:27][CH:26]=[CH:25][CH:24]=5)=[CH:27][CH:26]=4)=[CH:33][CH:34]=3)[N:20]=[C:22]2[CH2:34][CH:35]([CH3:38])[CH3:36])=[CH:10][CH:9]=1)[CH3:2]. Procedure details: To a stirred solution of N,N-diethyl-N-[3-(4-nitrophenoxy)propyl]amine (1.0 eq., 2.5 mmol) in anhydrous DMF (20 mL) DIEA (3 eq) was added, followed by slow addition of the 1-[4-(benzyloxy)phenyl]-2-bromoethanone (2.5 mmol). The reaction mixture was stirred under nitrogen at rt until completion, as indicated by HPLC. The reaction mixture was then diluted with cold H2O and the product was isolated in Et2O. The combined organic layers were washed with brine and dried over sodium sulfate. Evaporatio...